Dataset: the Open Reaction Database (ORD), a public repository of structured organic reaction records. Task: describe an organic reaction: reactants, conditions, products, and yield Solvent: CC(C)=CC (2-methyl-2-butene), CC(C)(C)O (tBuOH). The product is C(C1=CC=CC=C1)OCO[C@@H]([C@@H](C[C@@H]1CCC([C@](O1)(OC)C(/C=C/[C@H]1CC(C[C@H](O1)C[C@H]1CC(C[C@H](O1)C[C@H](CC(=O)O)OCC1=CC=C(C=C1)OC)=C)=C)(C)C)=O)O[Si](C)(C)C(C)(C)C)C ((R)-4-((2S,6R)-6-(((2S,6R)-6-((E)-3-((2S,6S)-6-((2R,3R)-3-(benzyloxymethoxy)-2-(tert-butyldimethylsilyloxy)butyl)-2-methoxy-3-oxo-tetrahydro-2H-pyran-2-yl)-3-methylbut-1-enyl)-4-methylene-tetrahydro-2H-pyran-2-yl)methyl)-4-methylene-tetrahydro-2H-pyran-2-yl)-3-(4-methoxybenzyloxy)butanoic acid). RXN SMILES: [CH2:1]([O:8][CH2:9][O:10][C@H:11]([CH3:66])[C@H:12]([O:58][Si:59]([C:62]([CH3:65])([CH3:64])[CH3:63])([CH3:61])[CH3:60])[CH2:13][C@H:14]1[O:19][C@:18]([C:22]([CH3:56])([CH3:55])/[CH:23]=[CH:24]/[C@@H:25]2[O:30][C@H:29]([CH2:31][C@@H:32]3[O:37][C@H:36]([CH2:38][C@@H:39]([O:43][CH2:44][C:45]4[CH:50]=[CH:49][C:48]([O:51][CH3:52])=[CH:47][CH:46]=4)[CH2:40][CH:41]=[O:42])[CH2:35][C:34](=[CH2:53])[CH2:33]3)[CH2:28][C:27](=[CH2:54])[CH2:26]2)([O:20][CH3:21])[C:17](=[O:57])[CH2:16][CH2:15]1)[C:2]1[CH:7]=[CH:6][CH:5]=[CH:4][CH:3]=1.[OH:67]P([O-])(O)=O.[K+].[O-]Cl=O.[Na+]>CC(=CC)C.CC(O)(C)C>[CH2:1]([O:8][CH2:9][O:10][C@H:11]([CH3:66])[C@H:12]([O:58][Si:59]([C:62]([CH3:65])([CH3:64])[CH3:63])([CH3:61])[CH3:60])[CH2:13][C@H:14]1[O:19][C@:18]([C:22]([CH3:56])([CH3:55])/[CH:23]=[CH:24]/[C@@H:25]2[O:30][C@H:29]([CH2:31][C@@H:32]3[O:37][C@H:36]([CH2:38][C@@H:39]([O:43][CH2:44][C:45]4[CH:46]=[CH:47][C:48]([O:51][CH3:52])=[CH:49][CH:50]=4)[CH2:40][C:41]([OH:67])=[O:42])[CH2:35][C:34](=[CH2:53])[CH2:33]3)[CH2:28][C:27](=[CH2:54])[CH2:26]2)([O:20][CH3:21])[C:17](=[O:57])[CH2:16][CH2:15]1)[C:2]1[CH:7]=[CH:6][CH:5]=[CH:4][CH:3]=1 |f:1.2,3.4|. Yield: 99.0%. Procedure details: To a stirring solution of aldehyde 23 (26 mg, 0.028 mmol, 1.0 equiv) in 2-methyl-2-butene (400 μL) and tBuOH (400 μL), in a 10 mL rb flask at rt, was added a 1.25 M aqueous solution of KH2PO4 (134 μL). The mixture was cooled to −10° C., and NaClO2 (80%, 16 mg, 0.140 mmol, 5.0 equiv) was added in one portion. The reaction mixture stirred vigorously at −10° C. for 1.5 h, and was then quenched with aqueous pH 4 buffer solution (1 mL). The phases were separated, and the aqueous phase was extracted t... Reactants: [O-]Cl=O.[Na+] (NaClO2), C(C1=CC=CC=C1)OCO[C@@H]([C@@H](C[C@@H]1CCC([C@](O1)(OC)C(/C=C/[C@H]1CC(C[C@H](O1)C[C@H]1CC(C[C@H](O1)C[C@H](CC=O)OCC1=CC=C(C=C1)OC)=C)=C)(C)C)=O)O[Si](C)(C)C(C)(C)C)C ((R)-4-((2S,6R)-6-(((2S,6R)-6-((E)-3-((2S,6S)-6-((2R,3R)-3-(benzyloxymethoxy)-2-(tert-butyldimethylsilyloxy)butyl)-2-methoxy-3-oxo-tetrahydro-2H-pyran-2-yl)-3-methylbut-1-enyl)-4-methylene-tetrahydro-2H-pyran-2-yl)methyl)-4-methylene-tetrahydro-2H-pyran-2-yl)-3-(4-methoxybenzyloxyl)butanal), aqueous solution, OP(=O)(O)[O-].[K+] (KH2PO4). Run at temperature -10 celsius, time 1.5 hour. Reactants: [N+](=O)([O-])C=1C=C(CN)C=CC1 (3-nitrobenzylamine), ClC=1N=C(C2=C(N1)SC(=C2C)C)Cl (2,4-dichloro-5,6-dimethyl-thieno-[2,3-d]-pyrimidine). Product: ClC=1N=C(C2=C(N1)SC(=C2C)C)NCC2=CC(=CC=C2)[N+](=O)[O-] (2-chloro-5,6-dimethyl-4-(3-nitrobenzylamino)-thieno-[2,3-d]-pyrimidine). Reaction SMILES: [N+:1]([C:4]1[CH:5]=[C:6]([CH:9]=[CH:10][CH:11]=1)[CH2:7][NH2:8])([O-:3])=[O:2].[Cl:12][C:13]1[N:14]=[C:15](Cl)[C:16]2[C:21]([CH3:22])=[C:20]([CH3:23])[S:19][C:17]=2[N:18]=1>>[Cl:12][C:13]1[N:14]=[C:15]([NH:8][CH2:7][C:6]2[CH:9]=[CH:10][CH:11]=[C:4]([N+:1]([O-:3])=[O:2])[CH:5]=2)[C:16]2[C:21]([CH3:22])=[C:20]([CH3:23])[S:19][C:17]=2[N:18]=1. Reported procedure: Following the procedure of Example 1, the reaction of 3-nitrobenzylamine with 2,4-dichloro-5,6-dimethyl-thieno-[2,3-d]-pyrimidine yields 2-chloro-5,6-dimethyl-4-(3-nitrobenzylamino)-thieno-[2,3-d]-pyrimidine